This data is from the Open Reaction Database (ORD), a public repository of structured organic reaction records. The task is: describe an organic reaction: reactants, conditions, products, and yield Starting materials: ClCCl, COc1cccc(C2CCCC2O)c1, O=[Cr](=O)(O)Cl, c1ccncc1. The product is COc1cccc(C2CCCC2=O)c1. As a reaction SMILES: [CH2:26]([Cl:27])[Cl:28].[CH3:1][O:2][c:3]1[cH:4][c:5]([CH:9]2[CH:10]([OH:14])[CH2:11][CH2:12][CH2:13]2)[cH:6][cH:7][cH:8]1.[Cr:15]([Cl:16])([OH:17])(=[O:18])=[O:19].[n:20]1[cH:21][cH:22][cH:23][cH:24][cH:25]1>>[CH3:1][O:2][c:3]1[cH:4][c:5]([CH:9]2[C:10](=[O:14])[CH2:11][CH2:12][CH2:13]2)[cH:6][cH:7][cH:8]1. Reactants: BrC=1C=CC(=C(C1)C1=NC=NC=C1)F (4-(5-Bromo-2-fluorophenyl)pyrimidine), B1(OCC(CO1)(C)C)B2OCC(CO2)(C)C (bis(neopentyl glycolato)diboron). The product is FC1=C(C=C(C=C1)B(O)O)C1=NC=NC=C1 (4-fluoro-3-(pyrimidin-4-yl)phenylboronic acid). RXN SMILES: Br[C:2]1[CH:3]=[CH:4][C:5]([F:14])=[C:6]([C:8]2[CH:13]=[CH:12][N:11]=[CH:10][N:9]=2)[CH:7]=1.[B:15]1(B2OCC(C)(C)CO2)[O:20]CC(C)(C)C[O:16]1>>[F:14][C:5]1[CH:4]=[CH:3][C:2]([B:15]([OH:20])[OH:16])=[CH:7][C:6]=1[C:8]1[CH:13]=[CH:12][N:11]=[CH:10][N:9]=1. Reported procedure: 4-(5-Bromo-2-fluorophenyl)pyrimidine (503 mg, 2.0 mmol) was reacted with bis(neopentyl glycolato)diboron (494 mg, 2.2 mmol) using the method of Example 20 to give 4-fluoro-3-(pyrimidin-4-yl)phenylboronic acid as a tan solid: MS (ES+) m/z 219 [M+H]+. The reactants are FC1=C(C=CC=C1)C1=CC=NC=C1 (4-(2-Fluorophenyl)pyridine), B(OC)(OC)OC (trimethyl borate). The product is FC1=C(C=CC=C1C1=CC=NC=C1)B(O)O (2-fluoro-3-(pyridin-4-yl)benzeneboronic acid). As a reaction SMILES: [F:1][C:2]1[CH:7]=[CH:6][CH:5]=[CH:4][C:3]=1[C:8]1[CH:13]=[CH:12][N:11]=[CH:10][CH:9]=1.[B:14](OC)([O:17]C)[O:15]C>>[F:1][C:2]1[C:3]([C:8]2[CH:9]=[CH:10][N:11]=[CH:12][CH:13]=2)=[CH:4][CH:5]=[CH:6][C:7]=1[B:14]([OH:17])[OH:15]. Reported procedure: 4-(2-Fluorophenyl)pyridine was lithiated and reacted with trimethyl borate as described in Example 11 to afford 2-fluoro-3-(pyridin-4-yl)benzeneboronic acid as a white solid: m/z (ES+) 218 (M++H).